This data is from the Open Reaction Database (ORD), a public repository of structured organic reaction records. The task is: describe an organic reaction: reactants, conditions, products, and yield Reactants: CSC=1N=CC2=C(N1)CN(C2)C(C2=CC=CC=C2)(C2=CC=CC=C2)C2=CC=CC=C2 (2-(Methylthio)-6-trityl-6,7-dihydro-5H-pyrrolo[3,4-d]pyrimidine), Cl (hydrochloric acid). Run at time 1 hour. The product is CSC=1N=CC2=C(N1)CNC2 (2-(Methylthio)-6,7-dihydro-5H-pyrrolo[3,4-d]pyrimidine). As a reaction SMILES: [CH3:1][S:2][C:3]1[N:4]=[CH:5][C:6]2[CH2:11][N:10](C(C3C=CC=CC=3)(C3C=CC=CC=3)C3C=CC=CC=3)[CH2:9][C:7]=2[N:8]=1.Cl>>[CH3:1][S:2][C:3]1[N:4]=[CH:5][C:6]2[CH2:11][NH:10][CH2:9][C:7]=2[N:8]=1. Procedure details: To 1.5 g of the product from Step A was added 15 mL (4.0 M in 1,4-dioxane) of hydrochloric acid and the solution stirred for 1 h and then concentrated in vacuo. The crude residue was chromatographed on a Biotage® system (silica gel, 0 to 50% methanol/ethyl acetate, 1% ammonium hydroxide) to give the title compound as a white solid. LC/MS 167.3 (M+1). The reactants are CC(C)C[Al+]CC(C)C, COC1(OC)CCC(C#N)(c2ccc(OC(F)F)c(OC(F)F)c2)CC1, Cc1ccccc1, [H-], [Na+], O=S([O-])O. The product is COC1(OC)CCC(C=O)(c2ccc(OC(F)F)c(OC(F)F)c2)CC1. As a reaction SMILES: [CH2:28]([Al+:29][CH2:30][CH:31]([CH3:32])[CH3:33])[CH:34]([CH3:35])[CH3:36].[CH3:1][O:2][C:3]1([O:25][CH3:26])[CH2:4][CH2:5][C:6]([c:9]2[cH:10][c:11]([O:19][CH:20]([F:21])[F:22])[c:12]([O:15][CH:16]([F:17])[F:18])[cH:13][cH:14]2)([C:23]#[N:24])[CH2:7][CH2:8]1.[CH3:42][c:43]1[cH:44][cH:45][cH:46][cH:47][cH:48]1.[H-:27].[Na+:41].[S:37]([O-:38])(=[O:39])[OH:40]>>[CH3:1][O:2][C:3]1([O:25][CH3:26])[CH2:4][CH2:5][C:6]([c:9]2[cH:10][c:11]([O:19][CH:20]([F:21])[F:22])[c:12]([O:15][CH:16]([F:17])[F:18])[cH:13][cH:14]2)([CH:23]=[O:38])[CH2:7][CH2:8]1. The reactants are [Br-], C1CCOC1, N#Cc1cccc(-c2ccncc2C=O)c1, COc1ccc([Mg+])cc1F. Yields the product COc1ccc(C(O)c2cnccc2-c2cccc(C#N)c2)cc1F. RXN SMILES: [Br-:17].[CH2:28]1[O:29][CH2:30][CH2:31][CH2:32]1.[CH:1](=[O:2])[c:3]1[cH:4][n:5][cH:6][cH:7][c:8]1-[c:9]1[cH:10][c:11]([C:12]#[N:13])[cH:14][cH:15][cH:16]1.[F:18][c:19]1[cH:20][c:21]([Mg+:27])[cH:22][cH:23][c:24]1[O:25][CH3:26]>>[CH:1]([OH:2])([c:3]1[cH:4][n:5][cH:6][cH:7][c:8]1-[c:9]1[cH:10][c:11]([C:12]#[N:13])[cH:14][cH:15][cH:16]1)[c:21]1[cH:20][c:19]([F:18])[c:24]([O:25][CH3:26])[cH:23][cH:22]1. Starting materials: CS(C)=O, ClCCBr, Cl, [H-], [Na+], O, N#CCc1ccsc1. The product is N#CC1(c2ccsc2)CC1. RXN SMILES: [CH3:16][S:17](=[O:18])[CH3:19].[Cl:9][CH2:10][CH2:11][Br:12].[ClH:15].[H-:13].[Na+:14].[OH2:20].[s:1]1[cH:2][c:3]([CH2:6][C:7]#[N:8])[cH:4][cH:5]1>>[s:1]1[cH:2][c:3]([C:6]2([C:7]#[N:8])[CH2:10][CH2:11]2)[cH:4][cH:5]1. Procedure: 883 mg (3 mmols) of 3-n-butylthio-5-nitrophthalic acid N-methylimide are kept under reflux overnight in 9 ml of 1N sodium hydroxide solution and the mixture is acidified with 10 ml of 2N hydrochloric acid and, after 5 minutes under reflux, cooled. The mixture is extracted with tetrahydrofuran/toluene and the extracts are washed with saturated NaCl solution, dried over sodium sulfate and evaporated. The resulting acid is converted to the anhydride with 1 ml of acetic anhydride and 10 ml of toluen... The solvent is [OH-].[Na+] (sodium hydroxide). Product: C(CCC)SC1=C2C(C(=O)OC2=O)=CC(=C1)[N+](=O)[O-] (3-n-Butylthio-5-nitrophthalic anhydride). As a reaction SMILES: CN=[C:3]([OH:21])[C:4]1[C:5](=[C:9]([S:16][CH2:17][CH2:18][CH2:19][CH3:20])[CH:10]=[C:11]([N+:13]([O-:15])=[O:14])[CH:12]=1)[C:6]([OH:8])=[O:7].Cl>[OH-].[Na+]>[CH2:17]([S:16][C:9]1[CH:10]=[C:11]([N+:13]([O-:15])=[O:14])[CH:12]=[C:4]2[C:3]([O:7][C:6](=[O:8])[C:5]=12)=[O:21])[CH2:18][CH2:19][CH3:20] |f:2.3|. Reactants: CN=C(C=1C(C(=O)O)=C(C=C(C1)[N+](=O)[O-])SCCCC)O (3-n-butylthio-5-nitrophthalic acid N-methylimide), Cl (hydrochloric acid). Starting materials: [Br-], C1CCOC1, C[Mg+], CCOCC, O=C(c1cn(C(c2ccccc2)(c2ccccc2)c2ccccc2)cn1)c1ccnc2ccccc12. The product is CC(O)(c1cn(C(c2ccccc2)(c2ccccc2)c2ccccc2)cn1)c1ccnc2ccccc12. As a reaction SMILES: [Br-:37].[CH2:40]1[O:41][CH2:42][CH2:43][CH2:44]1.[CH3:38][Mg+:39].[CH3:45][CH2:46][O:47][CH2:48][CH3:49].[n:1]1[cH:2][cH:3][c:4]([C:11](=[O:12])[c:13]2[n:14][cH:15][n:16]([C:18]([c:19]3[cH:20][cH:21][cH:22][cH:23][cH:24]3)([c:25]3[cH:26][cH:27][cH:28][cH:29][cH:30]3)[c:31]3[cH:32][cH:33][cH:34][cH:35][cH:36]3)[cH:17]2)[c:5]2[cH:6][cH:7][cH:8][cH:9][c:10]12>>[n:1]1[cH:2][cH:3][c:4]([C:11]([OH:12])([c:13]2[n:14][cH:15][n:16]([C:18]([c:19]3[cH:20][cH:21][cH:22][cH:23][cH:24]3)([c:25]3[cH:26][cH:27][cH:28][cH:29][cH:30]3)[c:31]3[cH:32][cH:33][cH:34][cH:35][cH:36]3)[cH:17]2)[CH3:38])[c:5]2[cH:6][cH:7][cH:8][cH:9][c:10]12. The reactants are Cl.C(C)(C)NCC(=O)C1=CC(=C(C=C1)O)O (3,4-dihydroxyphenyl isopropylaminomethyl ketone hydrochloride), C1(=CC=C(C=C1)Cl)C (p-toluyl chloride). Product: C(C)(C)NCC(=O)C1=CC(=C(C=C1)OC1=CC=C(C=C1)C)O (3-hydroxy-4-(p-toluyloxy)phenyl isopropylaminomethyl ketone). RXN SMILES: Cl.[CH:2]([NH:5][CH2:6][C:7]([C:9]1[CH:14]=[CH:13][C:12]([OH:15])=[C:11]([OH:16])[CH:10]=1)=[O:8])([CH3:4])[CH3:3].[C:17]1([CH3:24])[CH:22]=[CH:21][C:20](Cl)=[CH:19][CH:18]=1>>[CH:2]([NH:5][CH2:6][C:7]([C:9]1[CH:14]=[CH:13][C:12]([O:15][C:20]2[CH:21]=[CH:22][C:17]([CH3:24])=[CH:18][CH:19]=2)=[C:11]([OH:16])[CH:10]=1)=[O:8])([CH3:4])[CH3:3] |f:0.1|. Procedure: Following the procedure described above in Example 58A but using 3,4-dihydroxyphenyl isopropylaminomethyl ketone hydrochloride instead of 3,4-dihydroxyphenyl tert-butylaminomethyl ketone hydrochloride and p-toluyl chloride instead of isovaleryl chloride, there is obtained 3-hydroxy-4-(p-toluyloxy)phenyl isopropylaminomethyl ketone; and by interaction of this base with hydrochloric acid there is obtained the hydrochloride salt. When this hydrochloride is catalytically hydrogenated, using a proced...